Dataset: the Open Reaction Database (ORD), a public repository of structured organic reaction records. Task: describe an organic reaction: reactants, conditions, products, and yield Reactants: C(#N)C=1C=CC2=C(N([C@H]([C@@H](C(N2)=O)NC([C@H](C)N(C(OC(C)(C)C)=O)C)=O)C)C(=O)C2CCOCC2)C1 (tert-butyl(S)-1-((2S,3S)-8-cyano-2-methyl-4-oxo-1-(tetrahydro-2H-pyran-4-carbonyl)-2,3,4,5-tetrahydro-1H-benzo[b][1,4]diazepin-3-ylamino)-1-oxopropan-2-yl(methyl)carbamate), ClCC1=C(C=CC2=CC=CC=C12)OC (1-(chloromethyl)-2-methoxynaphthalene), C([O-])([O-])=O.[Cs+].[Cs+] (cesium carbonate), [I-].[Na+] (sodium iodide). Solvent: CCOC(=O)C (EtOAc), CN(C)C=O (DMF). Reaction conditions: time 1 hour. Product: C(#N)C1=CC2=C(N(C([C@H]([C@@H](N2C(=O)C2CCOCC2)C)NC([C@H](C)N(C(OC(C)(C)C)=O)C)=O)=O)CC2=C(C=CC3=CC=CC=C23)OC)C=C1 (tert-butyl(S)-1-((3S,4S)-7-cyano-1-((2-methoxynaphthalen-1-yl)methyl)-4-methyl-2-oxo-5-(tetrahydro-2H-pyran-4-carbonyl)-2,3,4,5-tetrahydro-1H-benzo[b][1,4]diazepin-3-ylamino)-1-oxopropan-2-yl(methyl)carbamate). Yield: 86.4%. RXN SMILES: [C:1]([C:3]1[CH:4]=[CH:5][C:6]2[NH:12][C:11](=[O:13])[C@@H:10]([NH:14][C:15](=[O:27])[C@@H:16]([N:18]([CH3:26])[C:19](=[O:25])[O:20][C:21]([CH3:24])([CH3:23])[CH3:22])[CH3:17])[C@H:9]([CH3:28])[N:8]([C:29]([CH:31]3[CH2:36][CH2:35][O:34][CH2:33][CH2:32]3)=[O:30])[C:7]=2[CH:37]=1)#[N:2].Cl[CH2:39][C:40]1[C:49]2[C:44](=[CH:45][CH:46]=[CH:47][CH:48]=2)[CH:43]=[CH:42][C:41]=1[O:50][CH3:51].C(=O)([O-])[O-].[Cs+].[Cs+].[I-].[Na+]>CN(C=O)C.CCOC(C)=O>[C:1]([C:3]1[CH:4]=[CH:5][C:6]2[N:12]([CH2:39][C:40]3[C:49]4[C:44](=[CH:45][CH:46]=[CH:47][CH:48]=4)[CH:43]=[CH:42][C:41]=3[O:50][CH3:51])[C:11](=[O:13])[C@@H:10]([NH:14][C:15](=[O:27])[C@@H:16]([N:18]([CH3:26])[C:19](=[O:25])[O:20][C:21]([CH3:23])([CH3:24])[CH3:22])[CH3:17])[C@H:9]([CH3:28])[N:8]([C:29]([CH:31]3[CH2:36][CH2:35][O:34][CH2:33][CH2:32]3)=[O:30])[C:7]=2[CH:37]=1)#[N:2] |f:2.3.4,5.6|. Procedure: To a rt solution of tert-butyl(S)-1-((2S,3S)-8-cyano-2-methyl-4-oxo-1-(tetrahydro-2H-pyran-4-carbonyl)-2,3,4,5-tetrahydro-1H-benzo[b][1,4]diazepin-3-ylamino)-1-oxopropan-2-yl(methyl)carbamate (65 mg, 127 μmol) in DMF (316 μl) was added 1-(chloromethyl)-2-methoxynaphthalene (31.4 mg, 152 μmol), cesium carbonate (53.6 mg, 165 μmol), and sodium iodide (24.7 mg, 165 μmol). The reaction was stirred at rt for 1 h, then diluted with EtOAc, washed with H2O and sat. aq. NaCl, dried over Na2SO4, filtered,...